From a dataset of the Open Reaction Database (ORD), a public repository of structured organic reaction records. describe an organic reaction: reactants, conditions, products, and yield Starting materials: [OH-].[Na+] (NaOH), FC1=C(C=CC=C1)[C@@]12N=C(SC[C@@H]1[C@H](OC2)C(F)(F)F)N ((4aS,5S,7aS)-7a-(2-fluorophenyl)-5-(trifluoromethyl)-4a,5,7,7a-tetrahydro-4H-furo[3,4-d][1,3]thiazin-2-amine), [N+](=O)(O)[O-] (nitric acid), FC(C(=O)O)(F)F (trifluoroacetic acid), S(O)(O)(=O)=O (sulfuric acid), Cl (HCl). Solvent: O (water). Run at temperature 3.5 celsius, time 1.5 hour. The product is Cl.FC1=C(C=C(C=C1)[N+](=O)[O-])[C@@]12N=C(SC[C@@H]1[C@H](OC2)C(F)(F)F)N ((4aS,5S,7aS)-7a-(2-fluoro-5-nitrophenyl)-5-(trifluoromethyl)-4a,5,7,7a-tetrahydro-4H-furo[3,4-d][1,3]thiazin-2-amine hydrochloride). Yield: 80.1%. As a reaction SMILES: [F:1][C:2]1[CH:7]=[CH:6][CH:5]=[CH:4][C:3]=1[C@:8]12[CH2:16][O:15][C@H:14]([C:17]([F:20])([F:19])[F:18])[C@H:13]1[CH2:12][S:11][C:10]([NH2:21])=[N:9]2.FC(F)(F)C(O)=O.S(=O)(=O)(O)O.[N+:34]([O-])([OH:36])=[O:35].[OH-].[Na+].[ClH:40]>O>[ClH:40].[F:1][C:2]1[CH:7]=[CH:6][C:5]([N+:34]([O-:36])=[O:35])=[CH:4][C:3]=1[C@:8]12[CH2:16][O:15][C@H:14]([C:17]([F:18])([F:19])[F:20])[C@H:13]1[CH2:12][S:11][C:10]([NH2:21])=[N:9]2 |f:4.5,8.9|. Procedure: To a cooled vessel containing (4aS,5S,7aS)-7a-(2-fluorophenyl)-5-(trifluoromethyl)-4a,5,7,7a-tetrahydro-4H-furo[3,4-d][1,3]thiazin-2-amine (184.1 g, 574.8 mmol) was added trifluoroacetic acid (0.954 kg) in portions while the temperature was maintained below 20° C. The mixture was cooled to 3.5° C. and sulfuric acid (146 mL, 2.73 mol) was added over 20 min while the temperature was maintained below 5° C. Fuming nitric acid (39.8 mL, 0.948 mol) was added over 30 min, while the temperature was main... The reactants are 1R, 5R, [N+](=O)([O-])C1=CC=C(COC(=O)C2C([C@@]([C@H]3N2C(C3)=O)(C)C(C)O)=O)C=C1 ((1R)-1-Hydroxyethyl-1-methyl-2-oxocarbapenam-3-carboxylic acid 4-nitrobenzyl ester), C(C)(C)N(CC)C(C)C (diisopropylethylamine), C1(=CC=CC=C1)P(=O)(C1=CC=CC=C1)Cl (diphenylphosphoryl chloride), S[C@H]1C(NCC1)=S ((3R)-3-mercaptopyrrolidine-2-thione), C(C)(C)N(CC)C(C)C (diisopropylethylamine). The solvent is O (water), C(C)#N (acetonitrile), C(C)#N (acetonitrile). Conditions: time 30 minute. The product is [N+](=O)([O-])C1=CC=C(COC(=O)C2=C([C@@H]([C@H]3N2C([C@@H]3[C@@H](C)O)=O)C)S[C@H]3C(NCC3)=S)C=C1 ((1R, 5S, 6S)-2-[(3R)-pyrrolidine-2-thion-3-ylthio]-6-[(1R)-1-hydroxyethy l]-1-methylcarbapen-2-em-3-carboxylic acid 4-nitrobenzyl ester). As a reaction SMILES: [N+:1]([C:4]1[CH:26]=[CH:25][C:7]([CH2:8][O:9][C:10]([CH:12]2[N:16]3[C:17](=[O:19])[CH2:18][C@H:15]3[C@@:14](C(O)C)([CH3:20])[C:13]2=O)=[O:11])=[CH:6][CH:5]=1)([O-:3])=[O:2].C(N([CH:33]([CH3:35])C)CC)(C)C.C1(P(Cl)(C2C=CC=CC=2)=[O:43])C=CC=CC=1.[SH:51][C@@H:52]1[CH2:56][CH2:55][NH:54][C:53]1=[S:57]>C(#N)C.O>[N+:1]([C:4]1[CH:5]=[CH:6][C:7]([CH2:8][O:9][C:10]([C:12]2[N:16]3[C:17](=[O:19])[C@H:18]([C@H:33]([OH:43])[CH3:35])[C@H:15]3[C@@H:14]([CH3:20])[C:13]=2[S:51][C@@H:52]2[CH2:56][CH2:55][NH:54][C:53]2=[S:57])=[O:11])=[CH:25][CH:26]=1)([O-:3])=[O:2]. Reported procedure: (1R, 5R, 6S)-6-](1R)-1-Hydroxyethyl-1-methyl-2-oxocarbapenam-3-carboxylic acid 4-nitrobenzyl ester (8.3 g) is dissolved in anhydrous acetonitrile (50 ml), and thereto are added dropwise diisopropylethylamine (4 ml) and diphenylphosphoryl chloride (4.8 ml) in this order under nitrogen gas below 0° C. After stirring the mixture at the same temperature for 30 minutes, a solution of (3R)-3-mercaptopyrrolidine-2-thione (4 g) and diisopropylethylamine (4 ml) in anhydrous acetonitrile (50 ml) is added ... The reactants are CC(C)(C)c1ccc(S(=O)(=O)C2CCNCC2)cc1, C1COCCO1, CCN(C(C)C)C(C)C, Clc1cncc(Cl)c1Cl. Product: CC(C)(C)c1ccc(S(=O)(=O)C2CCN(c3c(Cl)cncc3Cl)CC2)cc1. RXN SMILES: [C:1]([CH3:2])([CH3:3])([CH3:4])[c:5]1[cH:6][cH:7][c:8]([S:11](=[O:12])(=[O:13])[CH:14]2[CH2:15][CH2:16][NH:17][CH2:18][CH2:19]2)[cH:9][cH:10]1.[CH2:38]1[O:39][CH2:40][CH2:41][O:42][CH2:43]1.[CH:29]([N:30]([CH2:31][CH3:32])[CH:33]([CH3:34])[CH3:35])([CH3:36])[CH3:37].[Cl:20][c:21]1[cH:22][n:23][cH:24][c:25]([Cl:28])[c:26]1[Cl:27]>>[C:1]([CH3:2])([CH3:3])([CH3:4])[c:5]1[cH:6][cH:7][c:8]([S:11](=[O:12])(=[O:13])[CH:14]2[CH2:15][CH2:16][N:17]([c:26]3[c:21]([Cl:20])[cH:22][n:23][cH:24][c:25]3[Cl:28])[CH2:18][CH2:19]2)[cH:9][cH:10]1. The reactants are C[C@@H](C(=O)O)CC1=CC=CC=C1 (α(R)-methylbenzenepropionic acid). Reagents/catalysts: [Rh] (rhodium on alumina). The solvent is CO (methanol). Conditions: time 15 hour. Product: C[C@@H](C(=O)O)CC1CCCCC1 (α(R)-methylcyclohexanepropionic acid). The yield is 78.3%. Reaction SMILES: [CH3:1][C@H:2]([CH2:6][C:7]1[CH:12]=[CH:11][CH:10]=[CH:9][CH:8]=1)[C:3]([OH:5])=[O:4]>CO.[Rh]>[CH3:1][C@H:2]([CH2:6][CH:7]1[CH2:12][CH2:11][CH2:10][CH2:9][CH2:8]1)[C:3]([OH:5])=[O:4]. Procedure details: A mixture of α(R)-methylbenzenepropionic acid (3.0 g, 18 mmol) and 5% rhodium on alumina (800 mg) in methanol (100 mL) was shaken under 40 p.s.i. of H2 on a Parr hydrogenation apparatus. After 15 h, the mixture was filtered through diatomaceous earth and concentrated to afford α(R)-methylcyclohexanepropionic acid as a clear liquid (2.4 g, 77%). 1H NMR (CDCl3) δ 2.62-2.53 (m, 1H), 1.79-1.59 (m, 6H), 1.38-1.16 (m, 5H), 1.17 (d, J=7 Hz, 3H), 0.95-0.83 (m, 2H). The reactants are COC(CC1CCN2C1=C(C=1C(=CC(=CC21)OCC2=CC=CC=C2)C(C)C)SC2=CC=C(C=C2)Cl)=O (Methyl{6-(benzyloxy)-9-[(4-chlorophenyl)thio]-8-isopropyl-2,3-dihydro-1H-pyrrolo[1,2-a]indol-1-yl}acetate), CC(=O)O (AcOH). Solvent: C1CCOC1.CO (THF MeOH), [Li+].[OH-] (LiOH). Run at time 1 hour. Yields the product C(C1=CC=CC=C1)OC=1C=C(C=2C(=C3N(C2C1)CCC3CC(=O)O)SC3=CC=C(C=C3)Cl)C(C)C ((+/−)-{6-(benzyloxy)-9-[(4-chlorophenyl)thio]-8-isopropyl-2,3-dihydro-1H-pyrrolo[1,2-a]indol-yl]acetic acid). The yield is 71.9%. As a reaction SMILES: C[O:2][C:3](=[O:36])[CH2:4][CH:5]1[C:9]2=[C:10]([S:28][C:29]3[CH:34]=[CH:33][C:32]([Cl:35])=[CH:31][CH:30]=3)[C:11]3[C:12]([CH:25]([CH3:27])[CH3:26])=[CH:13][C:14]([O:17][CH2:18][C:19]4[CH:24]=[CH:23][CH:22]=[CH:21][CH:20]=4)=[CH:15][C:16]=3[N:8]2[CH2:7][CH2:6]1.CC(O)=O>C1COCC1.CO.[Li+].[OH-]>[CH2:18]([O:17][C:14]1[CH:13]=[C:12]([CH:25]([CH3:27])[CH3:26])[C:11]2[C:10]([S:28][C:29]3[CH:30]=[CH:31][C:32]([Cl:35])=[CH:33][CH:34]=3)=[C:9]3[CH:5]([CH2:4][C:3]([OH:36])=[O:2])[CH2:6][CH2:7][N:8]3[C:16]=2[CH:15]=1)[C:19]1[CH:24]=[CH:23][CH:22]=[CH:21][CH:20]=1 |f:2.3,4.5|. Procedure: To a solution of the ester of Step 5 100 mg in THF/MeOH (3/1) mixture at r.t. was added in LiOH aqueous solution 1.0 mL. The reaction mixture was stirred at r.t. for 1 hour then AcOH was added and the solvent was evaporated. The residue was taken up in EtOAc/H2O and the organic phase was washed with brine, dried (MgSO4), filtered and evaporated. The residue was purified by silica gel chromatography, eluting with 1% AcOH in EtOAc to give 70 mg of the title compound. Reactants: [OH-].[Na+] (NaOH), FC(C(=O)O)(F)F (trifluoroacetic acid), C(C)(C)(C)OC(=O)N1C[C@H](OCC1)C1=CC(=C(C=C1)NC(=O)C1=NNC2=CC(=CC=C12)F)F ((R)-2-{3-fluoro-4-[(6-fluoro-1H-indazole-3-carbonyl)-amino]-phenyl}-morpholine-4-carboxylic acid tert-butyl ester). The solvent is O (water), C(C)#N (acetonitrile). Conditions: temperature 80 celsius, time 5 hour. The product is FC1=C(C=CC(=C1)[C@@H]1CNCCO1)NC(=O)C1=NNC2=CC(=CC=C12)F (6-fluoro-1H-indazole-3-carboxylic acid ((R)-2-fluoro-4-morpholin-2-yl-phenyl)-amide). Isolated yield 76.8%. RXN SMILES: FC(F)(F)C(O)=O.C(OC([N:15]1[CH2:20][CH2:19][O:18][C@H:17]([C:21]2[CH:26]=[CH:25][C:24]([NH:27][C:28]([C:30]3[C:38]4[C:33](=[CH:34][C:35]([F:39])=[CH:36][CH:37]=4)[NH:32][N:31]=3)=[O:29])=[C:23]([F:40])[CH:22]=2)[CH2:16]1)=O)(C)(C)C.[OH-].[Na+]>O.C(#N)C>[F:40][C:23]1[CH:22]=[C:21]([C@H:17]2[O:18][CH2:19][CH2:20][NH:15][CH2:16]2)[CH:26]=[CH:25][C:24]=1[NH:27][C:28]([C:30]1[C:38]2[C:33](=[CH:34][C:35]([F:39])=[CH:36][CH:37]=2)[NH:32][N:31]=1)=[O:29] |f:2.3|. Procedure: To a stirred solution of trifluoroacetic acid (38 μl) in water (1.5 ml) was added a solution of (R)-2-{3-fluoro-4-[(6-fluoro-1H-indazole-3-carbonyl)-amino]-phenyl}-morpholine-4-carboxylic acid tert-butyl ester (15 mg) in acetonitrile (0.5 ml). The reaction mixture was then capped and the mixture was shaken at 80° C. for 5 h. The reaction mixture was then cooled to room temperature and poured into 1 M aq. NaOH and the resulting mixture was extracted twice with EtOAc. The organic layers were dried... The reactants are C(C)(C)(C)ONC([C@@H]([C@@H](C)O)NS(=O)(=O)C1=CC=C(C=C1)OC)=O (N-(t-butyloxy)-2(R)-[[4-methoxybenzenesulfonyl]amino]-3(R)-hydroxybutanamide), Cl.N1=CC(=CC=C1)CCl (3-picolyl chloride hydrochloride), Cl.N1=CC(=CC=C1)CCl (3-picolyl chloride hydrochloride), C([O-])([O-])=O.[K+].[K+] (potassium carbonate). Solvent: CN(C=O)C (dimethylformamide), O (water). Conditions: time 8 hour. Product: C(C)(C)(C)ONC([C@@H]([C@@H](C)OCC=1C=NC=CC1)N(CC=1C=NC=CC1)S(=O)(=O)C1=CC=C(C=C1)OC)=O (N-(t-butyloxy)-2(R)-[[4-methoxybenzenesulfonyl]-(3-picolyl)amino]-3(R)-(3-picolyloxy)butanamide). RXN SMILES: [C:1]([O:5][NH:6][C:7](=[O:24])[C@H:8]([NH:12][S:13]([C:16]1[CH:21]=[CH:20][C:19]([O:22][CH3:23])=[CH:18][CH:17]=1)(=[O:15])=[O:14])[C@H:9]([OH:11])[CH3:10])([CH3:4])([CH3:3])[CH3:2].Cl.[N:26]1[CH:31]=[CH:30][CH:29]=[C:28]([CH2:32]Cl)[CH:27]=1.C(=O)([O-])[O-].[K+].[K+]>CN(C)C=O.O>[C:1]([O:5][NH:6][C:7](=[O:24])[C@H:8]([N:12]([S:13]([C:16]1[CH:21]=[CH:20][C:19]([O:22][CH3:23])=[CH:18][CH:17]=1)(=[O:15])=[O:14])[CH2:32][C:28]1[CH:27]=[N:26][CH:31]=[CH:30][CH:29]=1)[C@H:9]([O:11][CH2:32][C:28]1[CH:27]=[N:26][CH:31]=[CH:30][CH:29]=1)[CH3:10])([CH3:4])([CH3:2])[CH3:3] |f:1.2,3.4.5|. Reported procedure: To a solution of N-(t-butyloxy)-2(R)-[[4-methoxybenzenesulfonyl]amino]-3(R)-hydroxybutanamide (3.04 g, 8.44 mmol) in dimethylformamide (150 mL) is added 3-picolyl chloride hydrochloride (1.45 g, 8.87 mmol) followed by potassium carbonate (11.65 g, 84.4 mmol). The reaction mixture is stirred at room temperature overnight, then heated to 45° C. for 5 hours. An additional mount of 3-picolyl chloride hydrochloride (692.0 mg, 4.23 mmol) is added at this point. The reaction mixture is stirred at 45° C...